Dataset: the Open Reaction Database (ORD), a public repository of structured organic reaction records. Task: describe an organic reaction: reactants, conditions, products, and yield Starting materials: Cc1cc(Nc2ncnc3[nH]nc(OCCOS(C)(=O)=O)c23)ccc1OCc1cccc(F)c1, OCC1CCCN1. Yields the product Cc1cc(Nc2ncnc3[nH]nc(OCCN4CCCC4CO)c23)ccc1OCc1cccc(F)c1. Reaction SMILES: [CH3:1][S:2]([O:3][CH2:6][CH2:7][O:8][c:9]1[n:10][nH:11][c:12]2[n:13][cH:14][n:15][c:16]([NH:18][c:19]3[cH:20][c:21]([CH3:34])[c:22]([O:25][CH2:26][c:27]4[cH:28][c:29]([F:33])[cH:30][cH:31][cH:32]4)[cH:23][cH:24]3)[c:17]12)(=[O:4])=[O:5].[NH:35]1[CH:36]([CH2:40][OH:41])[CH2:37][CH2:38][CH2:39]1>>[CH2:6]([CH2:7][O:8][c:9]1[n:10][nH:11][c:12]2[n:13][cH:14][n:15][c:16]([NH:18][c:19]3[cH:20][c:21]([CH3:34])[c:22]([O:25][CH2:26][c:27]4[cH:28][c:29]([F:33])[cH:30][cH:31][cH:32]4)[cH:23][cH:24]3)[c:17]12)[N:35]1[CH:36]([CH2:40][OH:41])[CH2:37][CH2:38][CH2:39]1. Reactants: N(=O)[O-].[Na+] (Sodium nitrite), Cl (HCl), NC=1C(=NC(=CC1NC)C1=CC(=C(C=C1)OCCO)C(F)(F)F)C#N (3-Amino-6-(4-(2-hydroxyethoxy)-3-(trifluoromethyl)phenyl)-4-(methylamino)-picolinonitrile). The solvent is O (water), O1CCOCC1 (dioxane), O (water). Reaction conditions: time 2 hour. The product is OCCOC1=C(C=C(C=C1)C1=CC2=C(C(=N1)C#N)N=NN2C)C(F)(F)F (6-(4-(2-hydroxyethoxy)-3-(trifluoromethyl)phenyl)-1-methyl-1H-[1,2,3]triazolo[4,5-c]pyridine-4-carbonitrile). The yield is 51.3%. Reaction SMILES: [NH2:1][C:2]1[C:3]([C:24]#[N:25])=[N:4][C:5]([C:10]2[CH:15]=[CH:14][C:13]([O:16][CH2:17][CH2:18][OH:19])=[C:12]([C:20]([F:23])([F:22])[F:21])[CH:11]=2)=[CH:6][C:7]=1[NH:8][CH3:9].Cl.[N:27]([O-])=O.[Na+]>O1CCOCC1.O>[OH:19][CH2:18][CH2:17][O:16][C:13]1[CH:14]=[CH:15][C:10]([C:5]2[N:4]=[C:3]([C:24]#[N:25])[C:2]3[N:1]=[N:27][N:8]([CH3:9])[C:7]=3[CH:6]=2)=[CH:11][C:12]=1[C:20]([F:23])([F:21])[F:22] |f:2.3|. Procedure: 3-Amino-6-(4-(2-hydroxyethoxy)-3-(trifluoromethyl)phenyl)-4-(methylamino)-picolinonitrile (11 g) was dissolved in dioxane (20 ml), and water (20 ml). 1M HCl (16.39 ml) was added. Sodium nitrite (2.111 g) in water (2 mL) was added and reaction mixture was stirred at room temperature for 2 hrs. Product crashed out and was filtered, washed with water, ether and dried in oven to give 6-(4-(2-hydroxyethoxy)-3-(trifluoromethyl)phenyl)-1-methyl-1H-[1,2,3]triazolo[4,5-c]pyridine-4-carbonitrile (5.7 g) a... Reactants: potassium tert.-butylate, C(C)OC(CCCCN1C(=C(C2=CC(=CC=C12)OCC1=CC=CC=C1)C1=CC=CC=C1)C(=O)OCC)=O (5-(2-ethoxycarbonyl-5-benzyloxy-3-phenyl-1H-indole-1-yl)-valeric acid ethylester), C(C)O (ethanol). Run in C1(=CC=CC=C1)C (toluene), C1(=CC=CC=C1)C (toluene). Yields the product C(C)OC(=O)C1C(C=2N(C3=CC=C(C=C3C2C2=CC=CC=C2)OCC2=CC=CC=C2)CCC1)=O (2-Benzyloxy-7,8,9,10-tetrahydro-10-oxo-11-phenyl-6H-9-azepino-[1,2-a]indole carboxylic acid ethylester). Reaction SMILES: [CH2:1]([O:3][C:4](=[O:37])[CH2:5][CH2:6][CH2:7][CH2:8][N:9]1[C:17]2[C:12](=[CH:13][C:14]([O:18][CH2:19][C:20]3[CH:25]=[CH:24][CH:23]=[CH:22][CH:21]=3)=[CH:15][CH:16]=2)[C:11]([C:26]2[CH:31]=[CH:30][CH:29]=[CH:28][CH:27]=2)=[C:10]1[C:32]([O:34]CC)=O)[CH3:2].C(O)C>C1(C)C=CC=CC=1>[CH2:1]([O:3][C:4]([CH:5]1[CH2:6][CH2:7][CH2:8][N:9]2[C:17]3[C:12]([C:11]([C:26]4[CH:27]=[CH:28][CH:29]=[CH:30][CH:31]=4)=[C:10]2[C:32]1=[O:34])=[CH:13][C:14]([O:18][CH2:19][C:20]1[CH:21]=[CH:22][CH:23]=[CH:24][CH:25]=1)=[CH:15][CH:16]=3)=[O:37])[CH3:2]. Procedure details: Twenty-three grams (46 m mole) of 5-(2-ethoxycarbonyl-5-benzyloxy-3-phenyl-1H-indole-1-yl)-valeric acid ethylester were dissolved in 150 ml of toluene and added dropwise within four hours to a boiling suspension of 5.2 g (46 m mole) of potassium-tert.-butylate in 150 ml of toluene. Then the ethanol formed was distilled off with toluene. After cooling, ice-cold dilute hydrochloric acid was added and the mixture was extracted with toluene. The toluene extracts were evaporated, and the residue was ... The reactants are C(C)(=O)N(CC(=O)OC)C1=C(N(C2=CC(=CC=C12)Cl)C(=O)OCC)C(C1=CC=CC=C1)=O (3-(N-Acetyl-N-methoxycarbonylmethylamino)-2-benzoyl-6-chloro-1-(ethoxycarbonyl)indole). Solvent: ClCCl (dichloromethane). The product is C(C)(=O)N(CC(=O)O)C1=C(NC2=CC(=CC=C12)Cl)C(C1=CC=CC=C1)=O (3-(N-Acetyl-N-carboxymethylamino)-2-benzoyl-6-chloroindole). Reaction SMILES: [C:1]([N:4]([C:10]1[C:18]2[C:13](=[CH:14][C:15]([Cl:19])=[CH:16][CH:17]=2)[N:12](C(OCC)=O)[C:11]=1[C:25](=[O:32])[C:26]1[CH:31]=[CH:30][CH:29]=[CH:28][CH:27]=1)[CH2:5][C:6]([O:8]C)=[O:7])(=[O:3])[CH3:2]>ClCCl>[C:1]([N:4]([C:10]1[C:18]2[C:13](=[CH:14][C:15]([Cl:19])=[CH:16][CH:17]=2)[NH:12][C:11]=1[C:25](=[O:32])[C:26]1[CH:27]=[CH:28][CH:29]=[CH:30][CH:31]=1)[CH2:5][C:6]([OH:8])=[O:7])(=[O:3])[CH3:2]. Procedure details: The title compound was prepared according to the procedure described in step 2 of Example 2 (Method A) from 3-(N-acetyl-N-methoxycarbonylmethylamino)-2-benzoyl-6-chloro-1-(ethoxycarbonyl)indole (step 1). m.p.: 148-154° C. (dichloromethane) 1H-NMR (DMSO-d6) δ: 12.53 (1H, br s), 12.17 (1H, br s), 7.85 (1H, d, J=8.8 Hz), 7.78-7.62 (3H, m), 7.62-7.51 (3H, m), 7.22 (1H, dd, J=1.8, 8.8 Hz), 3.96 (1H, d, J=17.2 Hz), 3.66 (1H, d, J=17.2 Hz), 1.80 (s, 3H) Starting materials: C(C)OC([C@H](CNC(C1=CC=C(C=C1)C=CC1=CC=C2C=CC=NC2=N1)=O)NS(=O)(=O)C1=CC=CC=C1)=O (4-[2-(1,8-Naphthyridin-7-yl)ethenyl]benzoyl-2(S)-phenylsulfonylamino-β-alanine ethyl ester). The reagents and catalysts are [Pd] (Pd/C). Solvent: C(C)O (ethanol). Conditions: time 18 hour. Yields the product C(C)OC([C@H](CNC(C1=CC=C(C=C1)CCC1=CC=C2CCCNC2=N1)=O)NS(=O)(=O)C1=CC=CC=C1)=O (4-[2-(1,2,3,4-Tetrahydro-1,8-naphthyridin-7-yl)ethyl]benzoyl-2(S)phenylsulfonylamino-β-alanine ethyl ester). RXN SMILES: [CH2:1]([O:3][C:4](=[O:38])[C@@H:5]([NH:28][S:29]([C:32]1[CH:37]=[CH:36][CH:35]=[CH:34][CH:33]=1)(=[O:31])=[O:30])[CH2:6][NH:7][C:8](=[O:27])[C:9]1[CH:14]=[CH:13][C:12]([CH:15]=[CH:16][C:17]2[N:26]=[C:25]3[C:20]([CH:21]=[CH:22][CH:23]=[N:24]3)=[CH:19][CH:18]=2)=[CH:11][CH:10]=1)[CH3:2]>[Pd].C(O)C>[CH2:1]([O:3][C:4](=[O:38])[C@@H:5]([NH:28][S:29]([C:32]1[CH:33]=[CH:34][CH:35]=[CH:36][CH:37]=1)(=[O:30])=[O:31])[CH2:6][NH:7][C:8](=[O:27])[C:9]1[CH:10]=[CH:11][C:12]([CH2:15][CH2:16][C:17]2[N:26]=[C:25]3[C:20]([CH2:21][CH2:22][CH2:23][NH:24]3)=[CH:19][CH:18]=2)=[CH:13][CH:14]=1)[CH3:2]. Procedure details: A mixture of 33-2 (1.3 g, 2.45 mmol), 10% Pd/C (650 mg) and ethanol (100 ml) was stirred under a hydrogen atmosphere (1 atm) for 18 hr. Filtration followed by concentration gave a yellow foam which was purified by flash chromatography (silica, 49:1 EtOAc/EtOH.NH3) to provide 33-3 as a pale yellow solid. Reactants: CC1=C(OC2=C1C=C(C=C2)OC)C(=O)OCC (Ethyl 3-methyl-5-methoxybenzofuran carboxylate), solution. Reaction SMILES: [CH3:1][C:2]1[C:6]2[CH:7]=[C:8]([O:11]C)[CH:9]=[CH:10][C:5]=2[O:4][C:3]=1[C:13]([O:15][CH2:16][CH3:17])=[O:14]>ClCCl>[CH3:1][C:2]1[C:6]2[CH:7]=[C:8]([OH:11])[CH:9]=[CH:10][C:5]=2[O:4][C:3]=1[C:13]([O:15][CH2:16][CH3:17])=[O:14]. Reported procedure: Ethyl 3-methyl-5-methoxybenzofuran carboxylate (8.53 mmol) was dissolved in dichloromethane (10 ml) and a 1.0 M solution of boron tribromide methyl sulphide complex in dichloromethane (25.59 mmol) was added. The mixture was heated at reflux over night. The solvent was evaporated under vacuo and the residue purified by flash chromatography to obtain ethyl 3-methyl-5-hydroxybenzofuran carboxylate as a white solid. The product is CC1=C(OC2=C1C=C(C=C2)O)C(=O)OCC (ethyl 3-methyl-5-hydroxybenzofuran carboxylate). Solvent: ClCCl (dichloromethane), ClCCl (dichloromethane). The reactants are O1CCCC1 (tetrahydrofuran), S1C=C(C=C1)CCOC(CCCCCBr)=O ({2-(3-thienyl)ethyl}6-bromohexanoate), NCC(O)C1=CC(=C(C(=C1)Cl)N)Cl (2-amino-1-(4-amino-3,5-dichlorophenyl)ethanol). Product: S1C=C(C=C1)CCOC(CCCCCNCC(O)C1=CC(=C(C(=C1)Cl)N)Cl)=O (2-(3-Thienyl)ethyl6-[2-(4-amino-3,5-dichlorophenyl)-2-hydroxyethylamino]hexanoate). Reported procedure: According to method I (tetrahydrofuran, reflux 4 days) from {2-(3-thienyl)ethyl}6-bromohexanoate and 2-amino-1-(4-amino-3,5-dichlorophenyl)ethanol. Working up by means of chromatography (ethyl acetate/triethylamine 8:1). Recrystallized as the base from diethyl ether. Melting point: 71°-73° C. Reaction SMILES: O1CCCC1.[S:6]1[CH:10]=[CH:9][C:8]([CH2:11][CH2:12][O:13][C:14](=[O:21])[CH2:15][CH2:16][CH2:17][CH2:18][CH2:19]Br)=[CH:7]1.[NH2:22][CH2:23][CH:24]([C:26]1[CH:31]=[C:30]([Cl:32])[C:29]([NH2:33])=[C:28]([Cl:34])[CH:27]=1)[OH:25]>C(OCC)(=O)C.C(N(CC)CC)C>[S:6]1[CH:10]=[CH:9][C:8]([CH2:11][CH2:12][O:13][C:14](=[O:21])[CH2:15][CH2:16][CH2:17][CH2:18][CH2:19][NH:22][CH2:23][CH:24]([C:26]2[CH:27]=[C:28]([Cl:34])[C:29]([NH2:33])=[C:30]([Cl:32])[CH:31]=2)[OH:25])=[CH:7]1 |f:3.4|. Run in C(C)(=O)OCC.C(C)N(CC)CC (ethyl acetate triethylamine). The reactants are COC(=O)c1ccc(OCCCN(Cc2cccc(C(F)(F)F)c2Cl)CC(c2ccccc2)c2ccccc2)cc1, [Li+], C1CCOC1, [OH-], O, O. RXN SMILES: [CH3:1][O:2][C:3]([c:4]1[cH:5][cH:6][c:7]([O:10][CH2:11][CH2:12][CH2:13][N:14]([CH2:15][CH:16]([c:17]2[cH:18][cH:19][cH:20][cH:21][cH:22]2)[c:23]2[cH:24][cH:25][cH:26][cH:27][cH:28]2)[CH2:29][c:30]2[c:31]([Cl:40])[c:32]([C:36]([F:37])([F:38])[F:39])[cH:33][cH:34][cH:35]2)[cH:8][cH:9]1)=[O:41].[Li+:43].[O:45]1[CH2:46][CH2:47][CH2:48][CH2:49]1.[OH-:42].[OH2:44].[OH2:50]>>[O:2]=[C:3]([c:4]1[cH:5][cH:6][c:7]([O:10][CH2:11][CH2:12][CH2:13][N:14]([CH2:15][CH:16]([c:17]2[cH:18][cH:19][cH:20][cH:21][cH:22]2)[c:23]2[cH:24][cH:25][cH:26][cH:27][cH:28]2)[CH2:29][c:30]2[c:31]([Cl:40])[c:32]([C:36]([F:37])([F:38])[F:39])[cH:33][cH:34][cH:35]2)[cH:8][cH:9]1)[OH:41]. Product: O=C(O)c1ccc(OCCCN(Cc2cccc(C(F)(F)F)c2Cl)CC(c2ccccc2)c2ccccc2)cc1. Reactants: COC(=O)c1cc(N2CCCC2)c(Oc2ccccc2)c([N+](=O)[O-])c1, [Na+], [OH-]. Product: O=C(O)c1cc(N2CCCC2)c(Oc2ccccc2)c([N+](=O)[O-])c1. As a reaction SMILES: [CH3:1][O:2][C:3]([c:4]1[cH:5][c:6]([N:20]2[CH2:21][CH2:22][CH2:23][CH2:24]2)[c:7]([O:13][c:14]2[cH:15][cH:16][cH:17][cH:18][cH:19]2)[c:8]([N+:10](=[O:11])[O-:12])[cH:9]1)=[O:25].[Na+:27].[OH-:26]>>[O:2]=[C:3]([c:4]1[cH:5][c:6]([N:20]2[CH2:21][CH2:22][CH2:23][CH2:24]2)[c:7]([O:13][c:14]2[cH:15][cH:16][cH:17][cH:18][cH:19]2)[c:8]([N+:10](=[O:11])[O-:12])[cH:9]1)[OH:25]. Reactants: ClC[Si](OC)(OC)OC (Chloromethyltrimethoxysilane), N (ammonia). Run at temperature 100 celsius. Yields the product CO[Si](OC)(OC)CNC[Si](OC)(OC)OC (N,N-bis-(trimethoxysilylmethyl)amine). As a reaction SMILES: Cl[CH2:2][Si:3]([O:8][CH3:9])([O:6][CH3:7])[O:4][CH3:5].[NH3:10]>>[CH3:5][O:4][Si:3]([CH2:2][NH:10][CH2:2][Si:3]([O:8][CH3:9])([O:6][CH3:7])[O:4][CH3:5])([O:8][CH3:9])[O:6][CH3:7]. Reported procedure: Chloromethyltrimethoxysilane (50.0 g., 0.29 mole) and ammonia (98.6 g., 5.80 mole) were charged to a 300 ml. stainless steel pressure vessel. The mixture was heated to 100° C. at 800 psi pressure for 8 hours and then cooled. The mixture was filtered. The crude product was distilled at 60° C. and 0.2 mm Hg pressure to produce N,N-bis-(trimethoxysilylmethyl)amine. The N,N-bis-(trimethoxysilylmethyl)amine so produced (3.0 g., 0.01 mole) was found to be greater than 95% pure by gas chromatography.